Dataset: the Open Reaction Database (ORD), a public repository of structured organic reaction records. Task: describe an organic reaction: reactants, conditions, products, and yield Reactants: Cl, N#C[K], O=C1CCCCC1, O, OC1CCNCC1. The product is N#CC1(N2CCC(O)CC2)CCCCC1. As a reaction SMILES: [ClH:8].[K:16][C:17]#[N:18].[O:9]=[C:10]1[CH2:11][CH2:12][CH2:13][CH2:14][CH2:15]1.[OH2:19].[OH:1][CH:2]1[CH2:3][CH2:4][NH:5][CH2:6][CH2:7]1>>[OH:1][CH:2]1[CH2:3][CH2:4][N:5]([C:10]2([C:17]#[N:18])[CH2:11][CH2:12][CH2:13][CH2:14][CH2:15]2)[CH2:6][CH2:7]1. Starting materials: CN([SiH](C)C)[Si](C)(C)C, Cc1ccccc1, NC(=O)c1ccccc1, N, O=C1NS(=O)(=O)c2ccccc21, O, O=S(=O)(O)O. Yields the product C[Si](C)(C)NC(=O)c1ccccc1. Reaction SMILES: [CH3:1][SiH:2]([CH3:3])[N:8]([Si:4]([CH3:5])([CH3:6])[CH3:7])[CH3:9].[CH3:38][c:39]1[cH:40][cH:41][cH:42][cH:43][cH:44]1.[NH2:22][C:23]([c:24]1[cH:25][cH:26][cH:27][cH:28][cH:29]1)=[O:30].[NH3:31].[O:10]=[C:11]1[NH:12][S:13](=[O:14])(=[O:15])[c:16]2[cH:17][cH:18][cH:19][cH:20][c:21]21.[OH2:37].[S:32](=[O:33])(=[O:34])([OH:35])[OH:36]>>[Si:4]([CH3:5])([CH3:6])([CH3:7])[NH:12][C:11](=[O:10])[c:21]1[cH:16][cH:17][cH:18][cH:19][cH:20]1. Reactants: CC1C(CCC1)(C(=O)O)C1=C(C=CC=C1)F (methyl 1-(2-fluorophenyl)cyclopentanecarboxylic acid), S(O)(O)(=O)=O (sulfuric acid), C([O-])([O-])=O.[Na+].[Na+] (sodium carbonate). Solvent: CO (methanol). The product is C1(=CC=CC=C1)C1(CCCC1)C(=O)OC (Methyl 1-(phenyl)cyclopentanecarboxylate). RXN SMILES: C[CH:2]1[CH2:6][CH2:5][CH2:4][C:3]1([C:10]1[CH:15]=[CH:14][CH:13]=[CH:12][C:11]=1F)[C:7]([OH:9])=[O:8].S(=O)(=O)(O)O.[C:22](=O)([O-])[O-].[Na+].[Na+]>CO>[C:10]1([C:3]2([C:7]([O:9][CH3:22])=[O:8])[CH2:4][CH2:5][CH2:6][CH2:2]2)[CH:15]=[CH:14][CH:13]=[CH:12][CH:11]=1 |f:2.3.4|. Procedure details: To a solution of methyl 1-(2-fluorophenyl)cyclopentanecarboxylic acid (10 g, 52.56 mmol) in anhydrous methanol was added 1 mL of the concentration of sulfuric acid. The mixture was refluxed for overnight. The mixture was neutralized to pH 4-5 with sodium carbonate. The solvent was evaporated. The residue was dissolved in ethyl acetate (50 mL), washed with brine (3×10 mL), dried over MgSO4. The crude product was used for the next reaction without further purification. Starting materials: COC1=C(C=C(C=C1)C(F)(F)F)C=1C=2N(C=CC1)N=C(N2)NC2=CC1=C(CCNCC1)C=C2 ([8-(2-methoxy-5-trifluoromethyl-phenyl)-[1,2,4]triazolo[1,5-a]pyridine-2-yl]-(2,3,4,5-tetrahydro-1H-3-benzazepin-7-yl)-amine), ClCCS(=O)(=O)C (1-chloro-2-methanesulfonyl-ethane). The product is CS(=O)(=O)CCN1CCC2=C(CC1)C=CC(=C2)NC2=NN1C(C(=CC=C1)C1=C(C=CC(=C1)C(F)(F)F)OC)=N2 ([3-(2-Methanesulfonyl-ethyl)-2,3,4,5-tetrahydro-1H-3-benzazepin-7-yl]-[8-(2-methoxy-5-trifluoromethyl-phenyl)-[1,2,4]triazolo[1,5-a]pyridine-2-yl]-amine), product. The yield is 61.0%. Reaction SMILES: [CH3:1][O:2][C:3]1[CH:8]=[CH:7][C:6]([C:9]([F:12])([F:11])[F:10])=[CH:5][C:4]=1[C:13]1[C:14]2[N:15]([N:19]=[C:20]([NH:22][C:23]3[CH:33]=[CH:32][C:26]4[CH2:27][CH2:28][NH:29][CH2:30][CH2:31][C:25]=4[CH:24]=3)[N:21]=2)[CH:16]=[CH:17][CH:18]=1.Cl[CH2:35][CH2:36][S:37]([CH3:40])(=[O:39])=[O:38]>>[CH3:40][S:37]([CH2:36][CH2:35][N:29]1[CH2:28][CH2:27][C:26]2[CH:32]=[CH:33][C:23]([NH:22][C:20]3[N:21]=[C:14]4[C:13]([C:4]5[CH:5]=[C:6]([C:9]([F:11])([F:10])[F:12])[CH:7]=[CH:8][C:3]=5[O:2][CH3:1])=[CH:18][CH:17]=[CH:16][N:15]4[N:19]=3)=[CH:24][C:25]=2[CH2:31][CH2:30]1)(=[O:39])=[O:38]. Reported procedure: [3-(2-Methanesulfonyl-ethyl)-2,3,4,5-tetrahydro-1H-3-benzazepin-7-yl]-[8-(2-methoxy-5-trifluoromethyl-phenyl)-[1,2,4]triazolo[1,5-a]pyridine-2-yl]-amine was prepared from [8-(2-methoxy-5-trifluoromethyl-phenyl)-[1,2,4]triazolo[1,5-a]pyridine-2-yl]-(2,3,4,5-tetrahydro-1H-3-benzazepin-7-yl)-amine (0.200 g, 0.441 mmol) and 1-chloro-2-methanesulfonyl-ethane (0.126 g, 0.882 mmol) in a manner analogous to Example 320b to give product (0.150 g, 61%). MP=194-196° C. 1H NMR (400 MHz, (D3C)2SO, δ, ppm): 9...